From a dataset of the Open Reaction Database (ORD), a public repository of structured organic reaction records. describe an organic reaction: reactants, conditions, products, and yield Reactants: CC(C)(C)OC(=O)NC(Cc1cn(CCF)c2ccccc12)C(=O)O, NC1Cc2cccc(N3CCCC3=O)c2N(Cc2ccsc2)C1=O. The product is CC(C)(C)OC(=O)NC(Cc1cn(CCF)c2ccccc12)C(=O)NC1Cc2cccc(N3CCCC3=O)c2N(Cc2ccsc2)C1=O. Reaction SMILES: [C:25]([CH3:26])([CH3:27])([CH3:28])[O:29][C:30](=[O:31])[NH:32][CH:33]([C:34](=[O:35])[OH:36])[CH2:37][c:38]1[cH:39][n:40]([CH2:47][CH2:48][F:49])[c:41]2[cH:42][cH:43][cH:44][cH:45][c:46]12.[NH2:1][CH:2]1[C:3](=[O:24])[N:4]([CH2:18][c:19]2[cH:20][s:21][cH:22][cH:23]2)[c:5]2[c:6]([N:12]3[C:13](=[O:17])[CH2:14][CH2:15][CH2:16]3)[cH:7][cH:8][cH:9][c:10]2[CH2:11]1>>[NH:1]([CH:2]1[C:3](=[O:24])[N:4]([CH2:18][c:19]2[cH:20][s:21][cH:22][cH:23]2)[c:5]2[c:6]([N:12]3[C:13](=[O:17])[CH2:14][CH2:15][CH2:16]3)[cH:7][cH:8][cH:9][c:10]2[CH2:11]1)[C:34]([CH:33]([NH:32][C:30]([O:29][C:25]([CH3:26])([CH3:27])[CH3:28])=[O:31])[CH2:37][c:38]1[cH:39][n:40]([CH2:47][CH2:48][F:49])[c:41]2[cH:42][cH:43][cH:44][cH:45][c:46]12)=[O:35].